This data is from the Open Reaction Database (ORD), a public repository of structured organic reaction records. The task is: describe an organic reaction: reactants, conditions, products, and yield The reactants are CC(O)(c1ccc(Br)cc1)C(F)(F)F, CC(C)(C)OC(=O)N1CCNCC1, Cc1ccccc1, CC(C)(C)[O-], CC(C)Oc1cccc(OC(C)C)c1-c1ccccc1P(C1CCCCC1)C1CCCCC1, [Na+], O=C(C=Cc1ccccc1)C=Cc1ccccc1, O=C(C=Cc1ccccc1)C=Cc1ccccc1, O=C(C=Cc1ccccc1)C=Cc1ccccc1, O, [Pd], [Pd]. Yields the product CC(C)(C)OC(=O)N1CCN(c2ccc(C(C)(O)C(F)(F)F)cc2)CC1. RXN SMILES: [Br:1][c:2]1[cH:3][cH:4][c:5]([C:8]([C:9]([F:10])([F:11])[F:12])([CH3:13])[OH:14])[cH:6][cH:7]1.[C:15](=[O:16])([O:17][C:18]([CH3:19])([CH3:20])[CH3:21])[N:22]1[CH2:23][CH2:24][NH:25][CH2:26][CH2:27]1.[CH3:124][c:125]1[cH:126][cH:127][cH:128][cH:129][cH:130]1.[CH3:28][C:29]([CH3:30])([O-:31])[CH3:32].[CH:34]1([P:35]([CH:36]2[CH2:37][CH2:38][CH2:39][CH2:40][CH2:41]2)[c:42]2[cH:43][cH:44][cH:45][cH:46][c:47]2-[c:48]2[c:49]([O:50][CH:51]([CH3:52])[CH3:53])[cH:54][cH:55][cH:56][c:57]2[O:58][CH:59]([CH3:60])[CH3:61])[CH2:62][CH2:63][CH2:64][CH2:65][CH2:66]1.[Na+:33].[O:106]=[C:107]([CH:108]=[CH:109][c:110]1[cH:111][cH:112][cH:113][cH:114][cH:115]1)[CH:116]=[CH:117][c:118]1[cH:119][cH:120][cH:121][cH:122][cH:123]1.[O:70]=[C:71]([CH:72]=[CH:73][c:74]1[cH:75][cH:76][cH:77][cH:78][cH:79]1)[CH:80]=[CH:81][c:82]1[cH:83][cH:84][cH:85][cH:86][cH:87]1.[O:88]=[C:89]([CH:90]=[CH:91][c:92]1[cH:93][cH:94][cH:95][cH:96][cH:97]1)[CH:98]=[CH:99][c:100]1[cH:101][cH:102][cH:103][cH:104][cH:105]1.[OH2:67].[Pd:68].[Pd:69]>>[c:2]1([N:25]2[CH2:24][CH2:23][N:22]([C:15](=[O:16])[O:17][C:18]([CH3:19])([CH3:20])[CH3:21])[CH2:27][CH2:26]2)[cH:3][cH:4][c:5]([C:8]([C:9]([F:10])([F:11])[F:12])([CH3:13])[OH:14])[cH:6][cH:7]1. Reactants: Cn1c(S(=O)(=O)O)nc2ccccc21, CC#N, CCN(C(C)C)C(C)C, NCC1(c2ccc(OCCCN3CCCC3)cc2)CCOCC1. As a reaction SMILES: [CH3:24][n:25]1[c:26]([S:34]([OH:35])(=[O:36])=[O:37])[n:27][c:28]2[c:29]1[cH:30][cH:31][cH:32][cH:33]2.[CH3:47][C:48]#[N:49].[CH:38]([N:39]([CH2:40][CH3:41])[CH:42]([CH3:43])[CH3:44])([CH3:45])[CH3:46].[N:1]1([CH2:6][CH2:7][CH2:8][O:9][c:10]2[cH:11][cH:12][c:13]([C:16]3([CH2:22][NH2:23])[CH2:17][CH2:18][O:19][CH2:20][CH2:21]3)[cH:14][cH:15]2)[CH2:2][CH2:3][CH2:4][CH2:5]1>>[N:1]1([CH2:6][CH2:7][CH2:8][O:9][c:10]2[cH:11][cH:12][c:13]([C:16]3([CH2:22][NH:23][c:26]4[n:25]([CH3:24])[c:29]5[c:28]([n:27]4)[cH:33][cH:32][cH:31][cH:30]5)[CH2:17][CH2:18][O:19][CH2:20][CH2:21]3)[cH:14][cH:15]2)[CH2:2][CH2:3][CH2:4][CH2:5]1. The product is Cn1c(NCC2(c3ccc(OCCCN4CCCC4)cc3)CCOCC2)nc2ccccc21. Reactants: [Br-], [Br-], CCOC(=O)CN(Cc1cc(Cl)ccc1[N+](=O)[O-])C(=O)OC(C)(C)C, CCOC(C)=O, [H][H], [Pd], [Zn+2]. The product is CCOC(=O)CN(Cc1cc(Cl)ccc1N)C(=O)OC(C)(C)C. As a reaction SMILES: [Br-:35].[Br-:37].[CH2:1]([CH3:2])[O:3][C:4]([CH2:5][N:6]([CH2:7][c:8]1[c:9]([N+:15]([O-:16])=[O:17])[cH:10][cH:11][c:12]([Cl:14])[cH:13]1)[C:18](=[O:19])[O:20][C:21]([CH3:22])([CH3:23])[CH3:24])=[O:25].[CH3:28][CH2:29][O:30][C:31](=[O:32])[CH3:33].[H:26][H:27].[Pd:34].[Zn+2:36]>>[CH2:1]([CH3:2])[O:3][C:4]([CH2:5][N:6]([CH2:7][c:8]1[c:9]([NH2:15])[cH:10][cH:11][c:12]([Cl:14])[cH:13]1)[C:18](=[O:19])[O:20][C:21]([CH3:22])([CH3:23])[CH3:24])=[O:25]. Reactants: O=O.O=O (oxygen O2), C12CC3CC(CC(C1)C3)C2 (adamantane), ON1C(C=2C(C1=O)=CC=CC2)=O (N-hydroxyphthalimide), Mn(AA)2, C12CC3CC(CC(C1)C3)C2 (adamantane). Run in C(C)(=O)O (acetic acid). The product is [N+](=O)([O-])C12CC3CC(CC(C1)C3)C2 (nitroadamantane). Yield: 75.0%. As a reaction SMILES: [CH:1]12[CH2:10][CH:5]3[CH2:6][CH:7]([CH2:9][CH:3]([CH2:4]3)[CH2:2]1)[CH2:8]2.[OH:11][N:12]1C(=O)C2=CC=CC=C2C1=O.[O:23]=O.O=O>C(O)(=O)C>[N+:12]([C:1]12[CH2:10][CH:5]3[CH2:6][CH:7]([CH2:9][CH:3]([CH2:4]3)[CH2:2]1)[CH2:8]2)([O-:11])=[O:23] |f:2.3|. Reported procedure: Into a flask, 1 mmole of adamantane, 0.1 mmole of N-hydroxyphthalimide, 0.0005 mmole of acetylacetonatomanganese(II) Mn(AA)2 and 5 ml of acetic acid were added to mix and the flask was equipped with a gas bag (about 1L) of nitrogen monoxide NO. The mixture was reacted for 8 hours at 100° C. with stirring. The reaction products were analyzed by gas chromatography, and, as a result, the conversion of adamantane was 95%, and nitroadamantane (yield 75%) was formed. Starting materials: CSc1ccc(C(=O)O)nc1SC, CSc1nc(C(=O)O)ccc1Cl, c1ccc(Oc2ccccc2)cc1, Cc1ccccc1C. The product is CSc1cccnc1SC. As a reaction SMILES: [CH3:14][S:15][c:16]1[cH:17][cH:18][c:19]([C:24]([OH:25])=[O:26])[n:20][c:21]1[S:22][CH3:23].[Cl:27][c:28]1[cH:29][cH:30][c:31]([C:32]([OH:33])=[O:34])[n:35][c:36]1[S:37][CH3:38].[c:1]1([O:2][c:3]2[cH:4][cH:5][cH:6][cH:7][cH:8]2)[cH:9][cH:10][cH:11][cH:12][cH:13]1.[c:39]1([CH3:40])[c:41]([CH3:42])[cH:43][cH:44][cH:45][cH:46]1>>[CH3:14][S:15][c:16]1[cH:17][cH:18][cH:19][n:20][c:21]1[S:22][CH3:23].